This data is from the Open Reaction Database (ORD), a public repository of structured organic reaction records. The task is: describe an organic reaction: reactants, conditions, products, and yield Reactants: CO, CCOC(C)=O, COC(=O)c1cc(-c2ccc(Cl)cc2)c(-c2ccc(Cl)cc2Cl)nc1Cl, [H][H]. Product: COC(=O)c1cnc(-c2ccc(Cl)cc2Cl)c(-c2ccc(Cl)cc2)c1. As a reaction SMILES: [CH3:29][OH:30].[CH3:31][CH2:32][O:33][C:34](=[O:35])[CH3:36].[Cl:1][c:2]1[n:3][c:4](-[c:19]2[c:20]([Cl:26])[cH:21][c:22]([Cl:25])[cH:23][cH:24]2)[c:5](-[c:12]2[cH:13][cH:14][c:15]([Cl:18])[cH:16][cH:17]2)[cH:6][c:7]1[C:8](=[O:9])[O:10][CH3:11].[H:27][H:28]>>[cH:2]1[n:3][c:4](-[c:19]2[c:20]([Cl:26])[cH:21][c:22]([Cl:25])[cH:23][cH:24]2)[c:5](-[c:12]2[cH:13][cH:14][c:15]([Cl:18])[cH:16][cH:17]2)[cH:6][c:7]1[C:8](=[O:9])[O:10][CH3:11]. Starting materials: C(=O)N1C2=C(N3C4=C(C1CNC=O)C=CC=C4CC3)C=CC=C2 (N-[7-formyl-1,2,6,7-tetrahydrobenzo[b]pyrrolo[3,2,1-jk][1,4]benzodiazepin-6-ylmethyl]-formamide), Cl (hydrochloric acid). Solvent: CO (methanol), O1CCCC1 (tetrahydrofuran), O1CCCC1 (tetrahydrofuran), CO (methanol). Conditions: time 2 hour. Product: Cl.Cl.CNCC1N(C2=C(N3C4=C1C=CC=C4CC3)C=CC=C2)C (N-Methyl-7-methyl-1,2,6,7-tetrahydrobenzo[b]pyrrolo[3,2,1-jk][1,4]benzodiazepine-6-methanamine dihydrochloride). RXN SMILES: [CH:1]([N:3]1[CH:9]([CH2:10][NH:11][CH:12]=O)[C:8]2[CH:14]=[CH:15][CH:16]=[C:17]3[CH2:18][CH2:19][N:6]([C:7]=23)[C:5]2[CH:20]=[CH:21][CH:22]=[CH:23][C:4]1=2)=O.[ClH:24]>O1CCCC1.CO>[ClH:24].[ClH:24].[CH3:12][NH:11][CH2:10][CH:9]1[C:8]2[CH:14]=[CH:15][CH:16]=[C:17]3[CH2:18][CH2:19][N:6]([C:7]=23)[C:5]2[CH:20]=[CH:21][CH:22]=[CH:23][C:4]=2[N:3]1[CH3:1] |f:4.5.6|. Reported procedure: To a stirred solution of N-[7-formyl-1,2,6,7-tetrahydrobenzo[b]pyrrolo[3,2,1-jk][1,4]benzodiazepin-6-ylmethyl]-formamide (8.27 g) in tetrahydrofuran (220 ml) was added borane-dimethylsulfide complex in tetrahydrofuran (2M, 67 ml) at room temperature under nitrogen over a period of 30 minutes. The mixture was stirred at room temperature for 2 hours and thereafter refluxed for 30 minutes. The mixture was cooled to room temperature and treated slowly with methanol to destroy the excess borane. The ... Reactants: OC(C(=O)C1=CC=C(C=C1)SC)(C)C (2-Hydroxy-2-methyl-1-(4-(methylthio)phenyl)propan-1-one), C1(=CC=CC=C1)CCC(=O)Cl (3-phenylpropionyl chloride), C(C)(=O)OCC (Ethyl acetate), N1=CC=CC=C1 (pyridine). Solvent: ClCCl (dichloromethane), ClCCl (dichloromethane). Reaction conditions: temperature 25 celsius, time 12 hour. The product is CC(C(=O)C1=CC=C(C=C1)SC)(C)OC(CCC1=CC=CC=C1)=O (3-Phenylpropanoic acid 2-methyl-1-(4-(methylthio)phenyl)propan-1-on-2-yl ester). The yield is 79.5%. As a reaction SMILES: [OH:1][C:2]([CH3:14])([CH3:13])[C:3]([C:5]1[CH:10]=[CH:9][C:8]([S:11][CH3:12])=[CH:7][CH:6]=1)=[O:4].[C:15]1([CH2:21][CH2:22][C:23](Cl)=[O:24])[CH:20]=[CH:19][CH:18]=[CH:17][CH:16]=1.N1C=CC=CC=1.C(OCC)(=O)C>ClCCl>[CH3:13][C:2]([O:1][C:23](=[O:24])[CH2:22][CH2:21][C:15]1[CH:20]=[CH:19][CH:18]=[CH:17][CH:16]=1)([CH3:14])[C:3]([C:5]1[CH:10]=[CH:9][C:8]([S:11][CH3:12])=[CH:7][CH:6]=1)=[O:4]. Reported procedure: To a -30° C. solution of 2-hydroxy-2-methyl-1-(4-(methylthio)phenyl)propan-1-one (1.05 g, example 1, Step 2) in dichloromethane (20 mL) was added 3-phenylpropionyl chloride (1.68 g) in dichloromethane (10 mL) followed by pyridine (791 mg) and the mixture was allowed to warm up slowly to 25° C. and stirred for 12 h. Ethyl acetate was added to the mixture and it was washed with 1N HCl, brine, dried over magnesium sulfate filtered and the solvent was evaporated under vacuum. Purification by silica ... Reactants: N#N (N2), C(C)(C)(C)OC(C1=CC=C(C=C1)O)=O (4-Hydroxy-benzoic acid tert-butyl ester), C(C)(C)(C)OC(C(CCC(=O)OCC1=CC=CC=C1)NC(CCCCCCCCCBr)=O)=O (2-(10-Bromodecanoylamino) pentanedioic acid 5-benzyl ester 1-tert-butyl ester), C(=O)([O-])[O-].[K+].[K+] (K2CO3). Run in C(C)#N (acetonitrile), C(C)#N (Acetonitrile). Yields the product C(C)(C)(C)OC(C(CCC(=O)OCC1=CC=CC=C1)NC(CCCCCCCCCOC1=CC=C(C=C1)C(=O)OC(C)(C)C)=O)=O (2-[10-(4-tert-Butoxycarbonylphenoxy)decanoylamino] pentanedioic acid 5-benzyl ester 1-tert-butyl ester). The yield is 110.6%. RXN SMILES: [C:1]([O:5][C:6](=[O:14])[C:7]1[CH:12]=[CH:11][C:10]([OH:13])=[CH:9][CH:8]=1)([CH3:4])([CH3:3])[CH3:2].[C:15]([O:19][C:20](=[O:47])[CH:21]([NH:34][C:35](=[O:46])[CH2:36][CH2:37][CH2:38][CH2:39][CH2:40][CH2:41][CH2:42][CH2:43][CH2:44]Br)[CH2:22][CH2:23][C:24]([O:26][CH2:27][C:28]1[CH:33]=[CH:32][CH:31]=[CH:30][CH:29]=1)=[O:25])([CH3:18])([CH3:17])[CH3:16].C([O-])([O-])=O.[K+].[K+].N#N>C(#N)C>[C:15]([O:19][C:20](=[O:47])[CH:21]([NH:34][C:35](=[O:46])[CH2:36][CH2:37][CH2:38][CH2:39][CH2:40][CH2:41][CH2:42][CH2:43][CH2:44][O:13][C:10]1[CH:9]=[CH:8][C:7]([C:6]([O:5][C:1]([CH3:4])([CH3:2])[CH3:3])=[O:14])=[CH:12][CH:11]=1)[CH2:22][CH2:23][C:24]([O:26][CH2:27][C:28]1[CH:29]=[CH:30][CH:31]=[CH:32][CH:33]=1)=[O:25])([CH3:16])([CH3:17])[CH3:18] |f:2.3.4|. Procedure: 4-Hydroxy-benzoic acid tert-butyl ester (0.65 g, 3.08 mmol) was dissolved in acetonitrile (7.5 ml) and added to 2-(10-Bromodecanoylamino) pentanedioic acid 5-benzyl ester 1-tert-butyl ester (1.62 g, 3.08 mmol). Acetonitrile (90 ml) and K2CO3 (0.64 g, 4.62 mmol) was added and the mixture was refluxed for 16 h under a flow of N2. The solvent was removed under vacuum. AcOEt (100 ml) was added and the solution was washed with water (2×50 ml) using sat. NaCl and methanol to aid phase separation, drie... Reactants: [Cl-], O=C(Cl)c1ccc(F)nc1, Fc1ccc([Mg+])cc1, O. Product: O=C(c1ccc(F)cc1)c1ccc(F)nc1. RXN SMILES: [Cl-:1].[F:10][c:11]1[n:12][cH:13][c:14]([C:15](=[O:16])[Cl:17])[cH:18][cH:19]1.[F:2][c:3]1[cH:4][cH:5][c:6]([Mg+:9])[cH:7][cH:8]1.[OH2:20]>>[F:2][c:3]1[cH:4][cH:5][c:6]([C:15]([c:14]2[cH:13][n:12][c:11]([F:10])[cH:19][cH:18]2)=[O:16])[cH:7][cH:8]1. The reactants are ClC1=CC(=NC2=CC(=CC=C12)C)C1=CC=CC=C1 (4-chloro-7-methyl-2-phenyl-quinoline), [H-].[Na+] (NaH), CN1C(OC(C1)CO)C1=CC=CC=C1 ((2RS,5SR) (3-methyl-2-phenyl-oxazolidin-5-yl)-methanol). The solvent is CN(C)C=O (DMF), CN(C)C=O (DMF), CN(C)C=O (DMF), CN(C)C=O (DMF). Run at temperature 0 celsius, time 15 minute. The product is Cl.CNCC(COC1=CC(=NC2=CC(=CC=C12)C)C1=CC=CC=C1)O ((RS)-1-methylamino-3-(7-methyl-2-phenyl-quinolin-4-yloxy)-propan-2-ol hydrochloride). Yield: 17.4%. Reaction SMILES: [H-].[Na+].[CH3:3][N:4]1[CH2:8][CH:7]([CH2:9][OH:10])[O:6]C1C1C=CC=CC=1.[Cl:17][C:18]1[C:27]2[C:22](=[CH:23][C:24]([CH3:28])=[CH:25][CH:26]=2)[N:21]=[C:20]([C:29]2[CH:34]=[CH:33][CH:32]=[CH:31][CH:30]=2)[CH:19]=1>CN(C=O)C>[ClH:17].[CH3:3][NH:4][CH2:8][CH:7]([OH:6])[CH2:9][O:10][C:18]1[C:27]2[C:22](=[CH:23][C:24]([CH3:28])=[CH:25][CH:26]=2)[N:21]=[C:20]([C:29]2[CH:34]=[CH:33][CH:32]=[CH:31][CH:30]=2)[CH:19]=1 |f:0.1,5.6|. Reported procedure: To a 0° C. suspension of NaH (0.11 g, 2.5 mmol, 55% in mineral oil) in DMF (3 ml) was added dropwise a DMF solution (3 ml) of a mixture of (2RS,5RS) and (2RS,5SR) (3-methyl-2-phenyl-oxazolidin-5-yl)-methanol (0.46 g, 2.4 mmol) in DMF (3 ml). After 15 min. at 0° C. and 2 hours at room temperature, reaction mixture was cooled to 0° C. and treated with a solution of 4-chloro-7-methyl-2-phenyl-quinoline (0.3 g, 1.2 mmol) in DMF (3 ml). After 5 min. at 0° C. and 21 hours at room temperature, the reac... The reactants are CO, CCOCc1nc2c(Cl)nc3ccccc3c2n1CCN1C(C)=NOC1(C)C, N. Product: CCOCc1nc2c(N)nc3ccccc3c2n1CCN1C(C)=NOC1(C)C. As a reaction SMILES: [CH3:30][OH:31].[Cl:1][c:2]1[n:3][c:4]2[cH:5][cH:6][cH:7][cH:8][c:9]2[c:10]2[c:11]1[n:12][c:13]([CH2:25][O:26][CH2:27][CH3:28])[n:14]2[CH2:15][CH2:16][N:17]1[C:18]([CH3:24])=[N:19][O:20][C:21]1([CH3:22])[CH3:23].[NH3:29]>>[c:2]1([NH2:29])[n:3][c:4]2[cH:5][cH:6][cH:7][cH:8][c:9]2[c:10]2[c:11]1[n:12][c:13]([CH2:25][O:26][CH2:27][CH3:28])[n:14]2[CH2:15][CH2:16][N:17]1[C:18]([CH3:24])=[N:19][O:20][C:21]1([CH3:22])[CH3:23]. Reactants: CNS(=O)(=O)C=1C=C(C(=O)O)C=CC1 (3-(N-methylsulfamoyl)benzoic acid), S(O)(O)(=O)=O (sulfuric acid), CO (methanol). The product is CNS(=O)(=O)C=1C=C(C(=O)OC)C=CC1 (methyl 3-(N-methylsulfamoyl)benzoate). Yield: 53.5%. As a reaction SMILES: [CH3:1][NH:2][S:3]([C:6]1[CH:7]=[C:8]([CH:12]=[CH:13][CH:14]=1)[C:9]([OH:11])=[O:10])(=[O:5])=[O:4].S(=O)(=O)(O)O.[CH3:20]O>>[CH3:1][NH:2][S:3]([C:6]1[CH:7]=[C:8]([CH:12]=[CH:13][CH:14]=1)[C:9]([O:11][CH3:20])=[O:10])(=[O:4])=[O:5]. Procedure details: 3-(N-methylsulfamoyl)benzoic acid (200 mg, 0.929 mmol) was refluxed in the presence of concentrated sulfuric acid (6.01 mg, 0.046 mmol) in methanol at 70° C. for overnight. Reaction was monitored by TLC. After completion of the reaction, the solvent was removed by vacuum and then compound was purified by flash chromatography afforded the methyl 3-(N-methylsulfamoyl)benzoate (120 mg, 0.497 mmol, 53.5% yield). 1H NMR (CDCl3, 400 MHz): δ 8.51 (m, 1H), 8.25 (m, 1H), 8.06 (dt, 1H, J=1.2 & 8.0 Hz), 7....